describe an organic reaction: reactants, conditions, products, and yield From a dataset of the Open Reaction Database (ORD), a public repository of structured organic reaction records. The reactants are COc1ccn(-c2nc(C)c(C(=O)O)s2)c(=O)c1, NCc1ccccc1. The product is COc1ccn(-c2nc(C)c(C(=O)NCc3ccccc3)s2)c(=O)c1. As a reaction SMILES: [CH3:1][O:2][c:3]1[cH:4][c:5](=[O:18])[n:6](-[c:9]2[s:10][c:11]([C:15](=[O:16])[OH:17])[c:12]([CH3:14])[n:13]2)[cH:7][cH:8]1.[NH2:19][CH2:20][c:21]1[cH:22][cH:23][cH:24][cH:25][cH:26]1>>[CH3:1][O:2][c:3]1[cH:4][c:5](=[O:18])[n:6](-[c:9]2[s:10][c:11]([C:15](=[O:17])[NH:19][CH2:20][c:21]3[cH:22][cH:23][cH:24][cH:25][cH:26]3)[c:12]([CH3:14])[n:13]2)[cH:7][cH:8]1. Starting materials: ClCCCOC1=CC=C(C=C1)C=1N=C2N(C=C(C=C2)C)C1 (2-(4-chloropropoxyphenyl)-6-methylimidazo[1,2-a]pyridine), C(CCC)NCCCC (dibutylamine). Product: C(CCC)N(CCCC)CCCOC1=CC=C(C=C1)C=1N=C2N(C=C(C=C2)C)C1 (2-(4-dibutylaminopropoxyphenyl)-6-methylimidazo[1,2-a]pyridine). As a reaction SMILES: Cl[CH2:2][CH2:3][CH2:4][O:5][C:6]1[CH:11]=[CH:10][C:9]([C:12]2[N:13]=[C:14]3[CH:19]=[CH:18][C:17]([CH3:20])=[CH:16][N:15]3[CH:21]=2)=[CH:8][CH:7]=1.[CH2:22]([NH:26][CH2:27][CH2:28][CH2:29][CH3:30])[CH2:23][CH2:24][CH3:25]>>[CH2:22]([N:26]([CH2:2][CH2:3][CH2:4][O:5][C:6]1[CH:11]=[CH:10][C:9]([C:12]2[N:13]=[C:14]3[CH:19]=[CH:18][C:17]([CH3:20])=[CH:16][N:15]3[CH:21]=2)=[CH:8][CH:7]=1)[CH2:27][CH2:28][CH2:29][CH3:30])[CH2:23][CH2:24][CH3:25]. Reported procedure: The product of Step C (8.6 g) and dibutylamine (9 mL) were heated at reflux temperature for 8 hours. The reaction was cooled to ambient temperature and evaporated in vacuo. The residue was purified via silica gel chromatography (dichloromethane/acetone) to give the title compound which was converted to a hydrochloride salt upon addition of concentrated hydrochloric acid. The salt was recrystallized (methanol/acetone/ether) to give 5.66 g of product. (m.p. 188-191° C).